This data is from the Open Reaction Database (ORD), a public repository of structured organic reaction records. The task is: describe an organic reaction: reactants, conditions, products, and yield Conditions: time 2 hour. Isolated yield 99.9%. Starting materials: suspension, Cl.N[C@@H](CC(C)C)C(=O)OC (methyl L-leucinate hydrochloride), C1(CCCCC1)N=C=NC1CCCCC1 (dicyclohexylcarbodiimide), solution, N1C=C(C2=CC=CC=C12)CC(C(=O)O)=NO (3-(3-indolyl)-2-hydroxyiminopropionic acid), ON1C(CCC1=O)=O (N-hydroxysuccinimide). Solvent: O1CCOCC1 (dioxane), C(C)N(CC)CC (triethylamine), C(C)(=O)OCC (ethyl acetate), O1CCOCC1 (dioxane). Reaction SMILES: C1(N=C=NC2CCCCC2)CCCCC1.[NH:16]1[C:24]2[C:19](=[CH:20][CH:21]=[CH:22][CH:23]=2)[C:18]([CH2:25][C:26](=[N:30][OH:31])[C:27]([OH:29])=O)=[CH:17]1.ON1C(=O)CCC1=O.Cl.[NH2:41][C@H:42]([C:47]([O:49][CH3:50])=[O:48])[CH2:43][CH:44]([CH3:46])[CH3:45]>O1CCOCC1.C(OCC)(=O)C.C(N(CC)CC)C>[OH:31][N:30]=[C:26]([CH2:25][C:18]1[C:19]2[C:24](=[CH:23][CH:22]=[CH:21][CH:20]=2)[NH:16][CH:17]=1)[C:27]([NH:41][C@H:42]([C:47]([O:49][CH3:50])=[O:48])[CH2:43][CH:44]([CH3:46])[CH3:45])=[O:29] |f:3.4|. Procedure: 8.68 g of dicyclohexylcarbodiimide was added to 200 ml of a solution of 8.73 g of 3-(3-indolyl)-2-hydroxyiminopropionic acid and 4.83 g of N-hydroxysuccinimide in anhydrous dioxane, with ice-cooling. The mixture was stirred at room temperature for 2 hours. The reaction mixture was filtered to remove the insoluble materials, to obtain a brown solution. Separately, 5.6 ml of triethylamine was added to 70 ml of a suspension of 7.27 g of methyl L-leucinate hydrochloride in anhydrous dioxane. The mix... The product is ON=C(C(=O)N[C@@H](CC(C)C)C(=O)OC)CC1=CNC2=CC=CC=C12 (methyl N-[2-hydroxyimino-3-(3-indolyl)propionyl]-L-leucinate). The reactants are COc1cccc2c1CC(NCCCCN1C(=O)c3ccccc3C1=O)CO2, O=C([O-])[O-], CN(C)C=O, CCCI, [K+], [K+]. The product is CCCN(CCCCN1C(=O)c2ccccc2C1=O)C1COc2cccc(OC)c2C1. RXN SMILES: [C:1]1(=[O:28])[c:2]2[c:3]([cH:24][cH:25][cH:26][cH:27]2)[C:4](=[O:23])[N:5]1[CH2:6][CH2:7][CH2:8][CH2:9][NH:10][CH:11]1[CH2:12][O:13][c:14]2[cH:15][cH:16][cH:17][c:18]([O:21][CH3:22])[c:19]2[CH2:20]1.[C:33](=[O:34])([O-:35])[O-:36].[CH3:39][N:40]([CH3:41])[CH:42]=[O:43].[I:29][CH2:30][CH2:31][CH3:32].[K+:37].[K+:38]>>[C:1]1(=[O:28])[c:2]2[c:3]([cH:24][cH:25][cH:26][cH:27]2)[C:4](=[O:23])[N:5]1[CH2:6][CH2:7][CH2:8][CH2:9][N:10]([CH:11]1[CH2:12][O:13][c:14]2[cH:15][cH:16][cH:17][c:18]([O:21][CH3:22])[c:19]2[CH2:20]1)[CH2:30][CH2:31][CH3:32].